Dataset: the Open Reaction Database (ORD), a public repository of structured organic reaction records. Task: describe an organic reaction: reactants, conditions, products, and yield Starting materials: C(C[*:2])[*:1] (polyethylene), COC=1C=C(C(=O)C2=CC(=CC=C2)OC)C=CC1 (3,3′-dimethoxybenzophenone), [Cl-].[NH4+] (ammonium chloride), N (ammonia), C(C)(=O)OCC (ethyl acetate), N (ammonia). The solvent is CCOCC (ether), C(C)OCC (diethyl ether). Conditions: time 2 minute. Product: COC=1C=C(C=CC1)C(CC(=O)OCC)(O)C1=CC(=CC=C1)OC (Ethyl 3,3-bis-(3-Methoxyphenyl)-3-hydroxypropionate). The yield is 69.4%. RXN SMILES: N.[C:2]([O:5][CH2:6][CH3:7])(=[O:4])[CH3:3].[CH3:8][O:9][C:10]1[CH:11]=[C:12]([CH:23]=[CH:24][CH:25]=1)[C:13]([C:15]1[CH:20]=[CH:19][CH:18]=[C:17]([O:21][CH3:22])[CH:16]=1)=[O:14].[Cl-].[NH4+]>C(OCC)C>[CH3:22][O:21][C:17]1[CH:16]=[C:15]([C:13]([C:12]2[CH:23]=[CH:24][CH:25]=[C:10]([O:9][CH3:8])[CH:11]=2)([OH:14])[CH2:3][C:2]([O:5][CH2:6][CH3:7])=[O:4])[CH:20]=[CH:19][CH:18]=1 |f:3.4|. Reported procedure: A 2000 mL three-necked, round-bottomed flask equipped with a magnetic stirring bar is the reaction vessel. The flask is furnished with, at one neck, a dry-ice cooled condenser with an oil bubbler on the vent, and at another neck a rubber septum with a bored hole connected with a length of a polyethylene tubing attaching it to an ammonia cylinder. The centre neck serves to charge the components and is temporarily plugged with a stopper. The interior of the flask is thoroughly flushed with nitroge... Reactants: C(C(=O)O)(=O)O.COC=1C=C(CCNCC(C2=C(C=C(C=C2)OCC2=CC=CC=C2)OCC2=CC=CC=C2)O)C=CC1OC (α-(3,4-dimethoxyphenethylaminomethyl)-2,4-dibenzyloxybenzylalcohol oxalate), [H][H] (hydrogen). Reagents/catalysts: [C].[Pd] (palladium-carbon). The solvent is C(C)(C)O (isopropanol), O (water). Product: C(C(=O)O)(=O)O.COC=1C=C(CCNCC(C2=C(C=C(C=C2)O)O)O)C=CC1OC (α-(3,4-dimethoxyphenethylaminomethyl)-2,4-dihydroxybenzylalcohol oxalate). Yield: 92.7%. As a reaction SMILES: [C:1]([OH:6])(=[O:5])[C:2]([OH:4])=[O:3].[CH3:7][O:8][C:9]1[CH:10]=[C:11]([CH:40]=[CH:41][C:42]=1[O:43][CH3:44])[CH2:12][CH2:13][NH:14][CH2:15][CH:16]([OH:39])[C:17]1[CH:22]=[CH:21][C:20]([O:23]CC2C=CC=CC=2)=[CH:19][C:18]=1[O:31]CC1C=CC=CC=1.[H][H]>C(O)(C)C.O.[C].[Pd]>[C:1]([OH:6])(=[O:5])[C:2]([OH:4])=[O:3].[CH3:7][O:8][C:9]1[CH:10]=[C:11]([CH:40]=[CH:41][C:42]=1[O:43][CH3:44])[CH2:12][CH2:13][NH:14][CH2:15][CH:16]([OH:39])[C:17]1[CH:22]=[CH:21][C:20]([OH:23])=[CH:19][C:18]=1[OH:31] |f:0.1,5.6,7.8|. Procedure: 0.6 g of α-(3,4-dimethoxyphenethylaminomethyl)-2,4-dibenzyloxybenzylalcohol oxalate is suspended in a mixture of 40 ml of isopropanol and 10 ml of water. 0.2 g of 10 % palladium-carbon are added to the suspension. Then, the mixture is subjected to catalytic hydrogenation in a hydrogen atmosphere at room temperature for 2 hours under atmospheric pressure. After the reaction is completed, the mixture is filtered to remove the catalyst. The filtrate is concentrated under reduced pressure, whereby 0...